This data is from the Open Reaction Database (ORD), a public repository of structured organic reaction records. The task is: describe an organic reaction: reactants, conditions, products, and yield Starting materials: [OH-].[Na+] (sodium hydroxide), [Cl-].C1(=CC=CC=C1)[N+]#N (phenyldiazonium chloride), N(=O)[O-].[Na+] (sodium nitrite), C1(O)=CC(O)=CC=C1 (resorcinol), Cl (HCl), NC1=CC=CC=C1 (aniline), Cl.[NH3+]C1=CC=CC=C1 (anilinium hydrochloride), C1(O)=CC(O)=CC=C1 (resorcinol). The solvent is CO (methanol), O (water), CO (methanol), O (water). Yields the product C1(=CC=CC=C1)C1=C(C(=C(O)C(=C1)C1=CC=CC=C1)N=NC1=C(O)C=CC=C1O)O (4,6-bisphenylazoresorcinol). The yield is 73.0%. RXN SMILES: Cl.N[C:3]1[CH:8]=[CH:7][CH:6]=[CH:5][CH:4]=1.Cl.[NH3+][C:11]1[CH:16]=[CH:15][CH:14]=[CH:13][CH:12]=1.N([O-])=[O:18].[Na+].[Cl-].[C:22]1([N+:28]#[N:29])[CH:27]=[CH:26][CH:25]=[CH:24][CH:23]=1.[C:30]1([CH:37]=[CH:36][CH:35]=[C:33]([OH:34])[CH:32]=1)[OH:31].[OH-:38].[Na+]>O.CO>[C:3]1([C:24]2[CH:25]=[C:26]([C:11]3[CH:16]=[CH:15][CH:14]=[CH:13][CH:12]=3)[C:27]([OH:38])=[C:22]([N:28]=[N:29][C:32]3[C:33]([OH:34])=[CH:35][CH:36]=[CH:37][C:30]=3[OH:31])[C:23]=2[OH:18])[CH:8]=[CH:7][CH:6]=[CH:5][CH:4]=1 |f:2.3,4.5,6.7,9.10|. Reported procedure: Concentrated aqueous HCl (5 mL) is added to a slurry of aniline (1.88 g, 0.02 mol) in water (15 mL). The resultant anilinium hydrochloride is cooled to 0° C. and an aqueous solution of sodium nitrite (1.38 g, 0.02 mol in 5 mL water) is added thereto. The resultant phenyldiazonium chloride is combined with resorcinol (1.1 g, 0.01 mol), diluted to approximately 40 mL total volume with methanol, and slowly added to a -25° C. solution of sodium hydroxide (3 g) in methanol (120 mL). The total volume ... Reactants: CC(C)C1=CC(=C(C(=C1)C(C)C)C2=C(C=CC=C2)P(C3CCCCC3)C4CCCCC4)C(C)C (X-Phos), C([O-])([O-])=O.[Cs+].[Cs+] (cesium carbonate), C1COC2(CCNCC2)O1 (4-piperidone ethylene ketal), COC(C1=CC=C(C=C1)Br)=O (methyl-4-bromobenzoate). Reagents/catalysts: C(C)(=O)[O-].[Pd+2].C(C)(=O)[O-] (palladium(II)acetate). Solvent: C1(=CC=CC=C1)C (toluene), C1(=CC=CC=C1)C (toluene), CC(C)(C)O (t-BuOH), CC(C)(C)O (t-BuOH). Reaction conditions: temperature 120 celsius, time 2 minute. Product: COC(C1=CC=C(C=C1)N1CCC2(OCCO2)CC1)=O (Methyl-4-(1,4-dioxa-8-azaspiro[4.5]dec-8-yl)-benzoate), solid. The yield is 83.0%. Reaction SMILES: CC(C1C=C(C(C)C)C(C2C=CC=CC=2P(C2CCCCC2)C2CCCCC2)=C(C(C)C)C=1)C.C(=O)([O-])[O-].[Cs+].[Cs+].[CH2:41]1[O:50][C:44]2([CH2:49][CH2:48][NH:47][CH2:46][CH2:45]2)[O:43][CH2:42]1.[CH3:51][O:52][C:53](=[O:61])[C:54]1[CH:59]=[CH:58][C:57](Br)=[CH:56][CH:55]=1>C1(C)C=CC=CC=1.C([O-])(=O)C.[Pd+2].C([O-])(=O)C.CC(O)(C)C>[CH3:51][O:52][C:53](=[O:61])[C:54]1[CH:59]=[CH:58][C:57]([N:47]2[CH2:48][CH2:49][C:44]3([O:50][CH2:41][CH2:42][O:43]3)[CH2:45][CH2:46]2)=[CH:56][CH:55]=1 |f:1.2.3,7.8.9|. Procedure: Procedure adopted from Tetrahedron Lett., 2007, 48, 2519. A thick-walled glass reaction vessel was charged with palladium(II)acetate (157 mg, 0.698 mmol), X-Phos (332 mg, 0.698 mmol, 2-dicyclohexylphosphino-2′,4′,6′-triisopropylbiphenyl), cesium carbonate (4.55 g, 13.96 mmol) and 5:1 (v/v) toluene:t-BuOH (20 mL). The stirred contents were purged with nitrogen and a solution of 4-piperidone ethylene ketal (1.80 mL, 13.96 mmol) and methyl-4-bromobenzoate (3.30 g, 15.36 mmol) in 5:1 (v/v) toluene:t... Starting materials: CC1(CC(NC2=CC(=C(C=C12)N)N)=O)C (4,4-dimethyl-6,7-diamino-1,2,3,4-tetrahydro-quinolin-2-one), C(#N)C1=CC=C(C=O)C=C1 (4-cyanobenzaldehyde). The solvent is C(C)O (ethanol). The product is CC1(CC(NC=2C=C3C(=CC12)NC(=N3)C3=CC=C(C=C3)C#N)=O)C (8,8-Dimethyl-2-(4-cyanophenyl)-5,6,7,8-tetrahydro-IH-imidazo[4,5-g]quinolin-6-one). RXN SMILES: [CH3:1][C:2]1([CH3:15])[C:11]2[C:6](=[CH:7][C:8]([NH2:13])=[C:9]([NH2:12])[CH:10]=2)[NH:5][C:4](=[O:14])[CH2:3]1.[C:16]([C:18]1[CH:25]=[CH:24][C:21]([CH:22]=O)=[CH:20][CH:19]=1)#[N:17]>C(O)C>[CH3:1][C:2]1([CH3:15])[C:11]2[CH:10]=[C:9]3[NH:12][C:22]([C:21]4[CH:24]=[CH:25][C:18]([C:16]#[N:17])=[CH:19][CH:20]=4)=[N:13][C:8]3=[CH:7][C:6]=2[NH:5][C:4](=[O:14])[CH2:3]1. Procedure: 4.1 g. 4,4-dimethyl-6,7-diamino-1,2,3,4-tetrahydro-quinolin-2-one and 2.6 g. 4-cyanobenzaldehyde were stirred in 100 ml. ethanol for 7 days at 25° C. with the action of air. Subsequently, the reaction mixture was evaporated to 10 ml., mixed with 10 ml. water, filtered off with suction and recrystallised from ethanol/water (1:1 v/v) to give 5 g. of the title compound; m.p. 228 -233° C. Starting materials: FC([C@](C)(O)C1=CC=C(C=C1)N1[C@H](CN(CC1)S(=O)(=O)C=1SC=CC1)CC1=C(C=CC=C1)F)(F)F ((2R)-1,1,1-trifluoro-2-(4-((2S)-2-(2-fluorobenzyl)-4-(2-thiophenylsulfonyl)-1-piperazinyl)phenyl)-2-propanol), C=1N=C(C2=C(N1)N(C=N2)[C@H]3[C@@H]([C@@H]([C@H](O3)COP(=O)(O)OP(=O)(O)OC[C@@H]4[C@H]([C@H]([C@@H](O4)N5C=CCC(=C5)C(=O)N)O)O)O)OP(=O)(O)O)N (NADPH), FC([C@@](C)(O)C1=CC=C(C=C1)N1[C@@H](CN(CC1)S(=O)(=O)C=1SC=CC1)CC1=C(C=CC=C1)F)(F)F ((2S)-1,1,1-trifluoro-2-(4-((2R)-2-(2-fluorobenzyl)-4-(2-thiophenylsulfonyl)-1-piperazinyl)phenyl)-2-propanol), FC([C@@](C)(O)C1=CC=C(C=C1)N1[C@H](CN(CC1)S(=O)(=O)C=1SC=CC1)CC1=C(C=CC=C1)F)(F)F ((2S)-1,1,1-trifluoro-2-(4-((2S)-2-(2-fluorobenzyl)-4-(2-thiophenylsulfonyl)-1-piperazinyl)phenyl)-2-propanol). The product is FC([C@](C)(O)C1=CC=C(C=C1)N1[C@@H](CN(CC1)S(=O)(=O)C=1SC=CC1)CC1=C(C=CC=C1)F)(F)F ((2R)-1,1,1-trifluoro-2-(4-((2R)-2-(2-fluorobenzyl)-4-(2-thiophenylsulfonyl)-1-piperazinyl)phenyl)-2-propanol). Reaction SMILES: [F:1][C:2]([F:35])([F:34])[C@@:3]([C:6]1[CH:11]=[CH:10][C:9]([N:12]2[CH2:17][CH2:16][N:15]([S:18]([C:21]3[S:22][CH:23]=[CH:24][CH:25]=3)(=[O:20])=[O:19])[CH2:14][C@@H:13]2[CH2:26][C:27]2[CH:32]=[CH:31][CH:30]=[CH:29][C:28]=2[F:33])=[CH:8][CH:7]=1)([OH:5])[CH3:4].FC(F)(F)[C@](C1C=CC(N2CCN(S(C3SC=CC=3)(=O)=O)C[C@H]2CC2C=CC=CC=2F)=CC=1)(O)C.FC(F)(F)[C@](C1C=CC(N2CCN(S(C3SC=CC=3)(=O)=O)C[C@@H]2CC2C=CC=CC=2F)=CC=1)(O)C.C1N=C(N)C2N=CN([C@@H]3O[C@H](COP(OP(OC[C@H]4O[C@@H](N5C=C(C(N)=O)CC=C5)[C@H](O)[C@@H]4O)(O)=O)(O)=O)[C@@H](O)[C@H]3OP(O)(O)=O)C=2N=1>>[F:35][C:2]([F:1])([F:34])[C@@:3]([C:6]1[CH:11]=[CH:10][C:9]([N:12]2[CH2:17][CH2:16][N:15]([S:18]([C:21]3[S:22][CH:23]=[CH:24][CH:25]=3)(=[O:20])=[O:19])[CH2:14][C@H:13]2[CH2:26][C:27]2[CH:32]=[CH:31][CH:30]=[CH:29][C:28]=2[F:33])=[CH:8][CH:7]=1)([OH:5])[CH3:4]. Procedure: (2R)-1,1,1-trifluoro-2-(4-((2S)-2-(2-fluorobenzyl)-4-(2-thiophenylsulfonyl)-1-piperazinyl)phenyl)-2-propanol; (2S)-1,1,1-trifluoro-2-(4-((2R)-2-(2-fluorobenzyl)-4-(2-thiophenylsulfonyl)-1-piperazinyl)phenyl)-2-propanol; (2S)-1,1,1-trifluoro-2-(4-((2S)-2-(2-fluorobenzyl)-4-(2-thiophenylsulfonyl)-1-piperazinyl)phenyl)-2-propanol. 1H NMR (400 MHz, CD3OD) δ 7.86 (d, J=4.9 Hz, 1H), 7.64-7.54 (m, 1H), 7.45 (d, J=8.8 Hz, 2H), 7.32 (t, J=7.6 Hz, 1H), 7.26-7.16 (m, 2H), 7.14-6.93 (m, 4H), 4.29-4.18 (m, 1... Reactants: CC[O-], CC[O-], CC[O-], CC[O-], CCC(CC(O)(C=O)C(F)(F)F)c1cccc(F)c1OC, Cn1ncc2c(N)cccc2c1=O, [Ti+4]. The product is CCC(CC(O)(C=Nc1cccc2c(=O)n(C)ncc12)C(F)(F)F)c1cccc(F)c1OC. Reaction SMILES: [CH3:35][CH2:36][O-:37].[CH3:38][CH2:39][O-:40].[CH3:41][CH2:42][O-:43].[CH3:44][CH2:45][O-:46].[F:1][c:2]1[c:3]([O:20][CH3:21])[c:4]([CH:8]([CH2:9][C:10]([CH:11]=[O:12])([C:13]([F:14])([F:15])[F:16])[OH:17])[CH2:18][CH3:19])[cH:5][cH:6][cH:7]1.[NH2:22][c:23]1[c:24]2[cH:25][n:26][n:27]([CH3:34])[c:28](=[O:33])[c:29]2[cH:30][cH:31][cH:32]1.[Ti+4:47]>>[F:1][c:2]1[c:3]([O:20][CH3:21])[c:4]([CH:8]([CH2:9][C:10]([CH:11]=[N:22][c:23]2[c:24]3[cH:25][n:26][n:27]([CH3:34])[c:28](=[O:33])[c:29]3[cH:30][cH:31][cH:32]2)([C:13]([F:14])([F:15])[F:16])[OH:17])[CH2:18][CH3:19])[cH:5][cH:6][cH:7]1.